This data is from the Open Reaction Database (ORD), a public repository of structured organic reaction records. The task is: describe an organic reaction: reactants, conditions, products, and yield Reactants: L-2-methylthiazolidine-2,4-dicarboxylic acid 2-methyl ester, N[C@@H](CS)C(=O)O (L-cysteine), COC(C(=O)C)=O (pyruvic acid methyl ester), C(C)(=O)Cl (acetyl chloride), C([O-])([O-])=O.[K+].[K+] (potassium carbonate). Product: COC(=O)C1(SCC(N1C(C)=O)C(=O)O)C (N-acetyl-2-methylthiazolidine-2,4-dicarboxylic acid 2-methyl ester). As a reaction SMILES: [NH2:1][C@H:2]([C:5]([OH:7])=[O:6])[CH2:3][SH:4].[CH3:8][O:9][C:10](=[O:14])[C:11]([CH3:13])=O.[C:15](Cl)(=[O:17])[CH3:16].C(=O)([O-])[O-].[K+].[K+]>>[CH3:8][O:9][C:10]([C:11]1([CH3:13])[N:1]([C:15](=[O:17])[CH3:16])[CH:2]([C:5]([OH:7])=[O:6])[CH2:3][S:4]1)=[O:14] |f:3.4.5|. Procedure details: In the same manner as in Reference Example 2, L-2-methylthiazolidine-2,4-dicarboxylic acid 2-methyl ester was synthesized from L-cysteine and pyruvic acid methyl ester, and the compound was subjected to acetylation with acetyl chloride in the presence of potassium carbonate to give N-acetyl-2-methylthiazolidine-2,4-dicarboxylic acid 2-methyl ester (with the ratio of cis form:trans form of about 44:56 as confirmed by NMR) as a white solid (80.2%). 1H-NMR (DMSO-d6,400 MHz): δ; Reactants: FC=1C=C(C(=O)NC2=CC(=CC=3NC(NC32)=O)C(F)(F)F)C=C(C1F)F (3,4,5-Trifluoro-N-(2-oxo-6-trifluoromethyl-2,3-dihydro-1H-benzoimidazol-4-yl)-benzamide), O=P(Cl)(Cl)Cl (POCl3). Yields the product ClC=1NC2=C(N1)C=C(C=C2NC(C2=CC(=C(C(=C2)F)F)F)=O)C(F)(F)F (N-(2-Chloro-6-trifluoromethyl-3H-benzoimidazol-4-yl)-3,4,5-trifluoro-benzamide). As a reaction SMILES: [F:1][C:2]1[CH:3]=[C:4]([CH:22]=[C:23]([F:26])[C:24]=1[F:25])[C:5]([NH:7][C:8]1[C:16]2[NH:15][C:14](=O)[NH:13][C:12]=2[CH:11]=[C:10]([C:18]([F:21])([F:20])[F:19])[CH:9]=1)=[O:6].O=P(Cl)(Cl)[Cl:29]>>[Cl:29][C:14]1[NH:15][C:16]2[C:8]([NH:7][C:5](=[O:6])[C:4]3[CH:3]=[C:2]([F:1])[C:24]([F:25])=[C:23]([F:26])[CH:22]=3)=[CH:9][C:10]([C:18]([F:21])([F:20])[F:19])=[CH:11][C:12]=2[N:13]=1. Procedure details: 3,4,5-Trifluoro-N-(2-oxo-6-trifluoromethyl-2,3-dihydro-1H-benzoimidazol-4-yl)-benzamide from step (c) above (1.12 g, 3.0 mmol) reacted with POCl3 (5 mL, Aldrich) under the conditions of Example 1c to give the title compound as a white solid. MS (ESI, pos. ion) m/e: 393.7 (M+1), (ESI, neg. ion) m/z: 392 (M−1). Starting materials: [Br-], [Li]CCCC, C1CCOC1, FC(F)(F)c1ccccc1C[P+](c1ccccc1)(c1ccccc1)c1ccccc1, CCOC(=O)c1ccc(N2CCC(=O)CC2)cc1. Yields the product CCOC(=O)c1ccc(N2CCC(=Cc3ccccc3C(F)(F)F)CC2)cc1. Reaction SMILES: [Br-:1].[CH2:32]([Li:33])[CH2:34][CH2:35][CH3:36].[CH2:55]1[O:56][CH2:57][CH2:58][CH2:59]1.[F:2][C:3]([c:4]1[c:5]([CH2:6][P+:7]([c:8]2[cH:9][cH:10][cH:11][cH:12][cH:13]2)([c:14]2[cH:15][cH:16][cH:17][cH:18][cH:19]2)[c:20]2[cH:21][cH:22][cH:23][cH:24][cH:25]2)[cH:26][cH:27][cH:28][cH:29]1)([F:30])[F:31].[O:37]=[C:38]1[CH2:39][CH2:40][N:41]([c:44]2[cH:45][cH:46][c:47]([C:48](=[O:49])[O:50][CH2:51][CH3:52])[cH:53][cH:54]2)[CH2:42][CH2:43]1>>[F:2][C:3]([c:4]1[c:5]([CH:6]=[C:38]2[CH2:39][CH2:40][N:41]([c:44]3[cH:45][cH:46][c:47]([C:48](=[O:49])[O:50][CH2:51][CH3:52])[cH:53][cH:54]3)[CH2:42][CH2:43]2)[cH:26][cH:27][cH:28][cH:29]1)([F:30])[F:31]. Reactants: C(CCC)[Li] (butyllithium), BrC1=CC(=CC(=C1)Br)Br (1,3,5-tribromobenzene), solid, C1(=C(C(=CC(=C1)C)C)B(F)C1=C(C=C(C=C1C)C)C)C (dimesitylfluoroborane). Run in CCCCCC (hexane), C(C)OCC (diethyl ether), CCCCCC (hexane). Reaction conditions: temperature -78 celsius, time 2 hour. Yields the product BrC1=CC(=CC(=C1)B(C1=C(C=C(C=C1C)C)C)C1=C(C=C(C=C1C)C)C)Br (1,3-dibromo-5-dimesitylborylbenzene). RXN SMILES: C([Li])CCC.Br[C:7]1[CH:12]=[C:11]([Br:13])[CH:10]=[C:9]([Br:14])[CH:8]=1.[C:15]1([CH3:34])[CH:20]=[C:19]([CH3:21])[CH:18]=[C:17]([CH3:22])[C:16]=1[B:23]([C:25]1[C:30]([CH3:31])=[CH:29][C:28]([CH3:32])=[CH:27][C:26]=1[CH3:33])F>CCCCCC.C(OCC)C>[Br:13][C:11]1[CH:12]=[C:7]([B:23]([C:25]2[C:26]([CH3:33])=[CH:27][C:28]([CH3:32])=[CH:29][C:30]=2[CH3:31])[C:16]2[C:17]([CH3:22])=[CH:18][C:19]([CH3:21])=[CH:20][C:15]=2[CH3:34])[CH:8]=[C:9]([Br:14])[CH:10]=1. Reported procedure: 6.25 ml (0.01 mol) of 1.6 M butyllithium in hexane are added over 5 minutes at -78° C. to a suspension of 3.14 g (0.01 mol) of 1,3,5-tribromobenzene in 50 ml of diethyl ether. The reaction mixture is stirred at -78° C. for 2 hours, during which a yellow-orange suspension is produced. 2.68 g (0.01 mol) of solid dimesitylfluoroborane are added, and the reaction mixture is warmed to room temperature over about one hour. The mixture is then diluted with 50 ml of hexane and cooled to 0° C. The solid ... The reactants are ClC1=C(C=2C(=C(N=CC2I)N)O1)Cl (2,3-dichloro-4-iodo-furo[2,3-c]pyridin-7-ylamine), C(C)(C)(C)OC(=O)N1CCC(CC1)N1N=CC(=C1)B1OC(C(O1)(C)C)(C)C (4-[4-(4,4,5,5-tetramethyl-1,3,2-dioxaborolan-2-yl)-pyrazol-1-yl]-piperidine-1-carboxylic acid tert-butyl ester). The reagents and catalysts are C=1C=CC(=CC1)[P](C=2C=CC=CC2)(C=3C=CC=CC3)[Pd]([P](C=4C=CC=CC4)(C=5C=CC=CC5)C=6C=CC=CC6)([P](C=7C=CC=CC7)(C=8C=CC=CC8)C=9C=CC=CC9)[P](C=1C=CC=CC1)(C=1C=CC=CC1)C=1C=CC=CC1 (Pd(PPh3)4). Run in O1CCOCC1 (1,4-dioxane), O (H2O). Run at temperature 100 celsius. The product is ClC1=C(C=2C(=C(N=CC2C=2C=NN(C2)C2CCNCC2)N)O1)Cl (2,3-dichloro-4-(1-piperidin-4-yl-1H-pyrazol-4-yl)-furo[2,3-c]pyridin-7-ylamine). RXN SMILES: [Cl:1][C:2]1[O:12][C:5]2=[C:6]([NH2:11])[N:7]=[CH:8][C:9](I)=[C:4]2[C:3]=1[Cl:13].C(OC([N:21]1[CH2:26][CH2:25][CH:24]([N:27]2[CH:31]=[C:30](B3OC(C)(C)C(C)(C)O3)[CH:29]=[N:28]2)[CH2:23][CH2:22]1)=O)(C)(C)C>O1CCOCC1.O.C1C=CC([P]([Pd]([P](C2C=CC=CC=2)(C2C=CC=CC=2)C2C=CC=CC=2)([P](C2C=CC=CC=2)(C2C=CC=CC=2)C2C=CC=CC=2)[P](C2C=CC=CC=2)(C2C=CC=CC=2)C2C=CC=CC=2)(C2C=CC=CC=2)C2C=CC=CC=2)=CC=1>[Cl:1][C:2]1[O:12][C:5]2=[C:6]([NH2:11])[N:7]=[CH:8][C:9]([C:30]3[CH:29]=[N:28][N:27]([CH:24]4[CH2:25][CH2:26][NH:21][CH2:22][CH2:23]4)[CH:31]=3)=[C:4]2[C:3]=1[Cl:13] |^1:51,53,72,91|. Procedure: A mixture of 2,3-dichloro-4-iodo-furo[2,3-c]pyridin-7-ylamine (300.0 mg, 0.9121 mmol), 4-[4-(4,4,5,5-tetramethyl-1,3,2-dioxaborolan-2-yl)-pyrazol-1-yl]-piperidine-1-carboxylic acid tert-butyl ester (516 mg, 1.37 mmol) and Pd(PPh3)4 (50 mg, 0.04 mmol) in 1,4-dioxane (20 mL) and H2O (2 mL) was degassed and refilled with argon (3×). The reaction was heated at 100° C. for 20 h using a Biotage Initiator microwave reactor. The reaction was concentrated in vacuo to give a solid which was purified by fl... The reactants are COC(=O)c1cc(C#C[Si](C)(C)C)c(F)c(F)c1Nc1ccccc1Cl, CO, CC(C)=O, O, O=S(=O)(O)O. Yields the product COC(=O)c1cc(C(C)=O)c(F)c(F)c1Nc1ccccc1Cl. RXN SMILES: [CH3:1][O:2][C:3]([c:4]1[c:5]([NH:18][c:19]2[c:20]([Cl:25])[cH:21][cH:22][cH:23][cH:24]2)[c:6]([F:17])[c:7]([F:16])[c:8]([C:10]#[C:11][Si:12]([CH3:13])([CH3:14])[CH3:15])[cH:9]1)=[O:26].[CH3:32][OH:33].[CH3:35][C:36]([CH3:37])=[O:38].[OH2:34].[S:27]([OH:28])(=[O:29])(=[O:30])[OH:31]>>[CH3:1][O:2][C:3]([c:4]1[c:5]([NH:18][c:19]2[c:20]([Cl:25])[cH:21][cH:22][cH:23][cH:24]2)[c:6]([F:17])[c:7]([F:16])[c:8]([C:10]([CH3:11])=[O:28])[cH:9]1)=[O:26]. Starting materials: C(C)(C)(C)OC(=O)N1CCC2=C(CC1)C(=C(C=C2)Cl)SC(N(C)C)=O (3-tert-butoxycarbonyl-7-chloro-6-dimethylcarbamoylthio-2,3,4,5-tetrahydro-1H-benzo[d]azepine), BrCC1=CC=C(C(=O)OC)C=C1 (methyl 4-(bromomethyl)benzoate). Product: Cl.ClC1=C(C2=C(CCNCC2)C=C1)SCC1=CC=C(C=C1)C(=O)OC (7-Chloro-6-(4-methoxycarbonylbenzylthio)-2,3,4,5-tetrahydro-benzo[d]azepine Hydrochloride). As a reaction SMILES: C(OC([N:8]1[CH2:14][CH2:13][C:12]2[C:15]([S:20][C:21](=O)N(C)C)=[C:16]([Cl:19])[CH:17]=[CH:18][C:11]=2[CH2:10][CH2:9]1)=O)(C)(C)C.BrC[C:28]1[CH:37]=[CH:36][C:31]([C:32]([O:34][CH3:35])=[O:33])=[CH:30][CH:29]=1>>[ClH:19].[Cl:19][C:16]1[CH:17]=[CH:18][C:11]2[CH2:10][CH2:9][NH:8][CH2:14][CH2:13][C:12]=2[C:15]=1[S:20][CH2:21][C:28]1[CH:37]=[CH:36][C:31]([C:32]([O:34][CH3:35])=[O:33])=[CH:30][CH:29]=1 |f:2.3|. Reported procedure: Use a method similar to the Preparation 177, using 3-tert-butoxycarbonyl-7-chloro-6-dimethylcarbamoylthio-2,3,4,5-tetrahydro-1H-benzo[d]azepine and methyl 4-(bromomethyl)benzoate to give, after deprotection by the General Procedure 14, the title compound as a white solid. MS (ES+) m/z: 362 (M+H)+.